This data is from the Open Reaction Database (ORD), a public repository of structured organic reaction records. The task is: describe an organic reaction: reactants, conditions, products, and yield Reactants: OCCC=1C(NC(=NC1C)S)=O (5-(2-hydroxyethyl)-2-mercapto-6-methyl-4(3H)-pyrimidinone), C[O-].[Na+] (sodium methylate), [I-].CC (Ethane iodide). Run in CO (methanol). Reaction conditions: time 30 minute. The product is C(C)SC1=NC(=C(C(N1)=O)CCO)C (2-(ethylthio)-5-(2-hydroxyethyl)-6-methyl-4(3H)-pyrimidinone). The yield is 61.0%. RXN SMILES: [OH:1][CH2:2][CH2:3][C:4]1[C:5](=[O:12])[NH:6][C:7]([SH:11])=[N:8][C:9]=1[CH3:10].C[O-].[Na+].[I-].[CH3:17][CH3:18]>CO>[CH2:17]([S:11][C:7]1[NH:6][C:5](=[O:12])[C:4]([CH2:3][CH2:2][OH:1])=[C:9]([CH3:10])[N:8]=1)[CH3:18] |f:1.2,3.4|. Procedure details: A mixture of intermediate 1 (37.2 g) and sodium methylate (36 g) in methanol (250 ml) was stirred for 30 min. Ethane iodide (31.2 g) was added dropwise. The reaction mixture was stirred and refluxed for 3 hours. The solvent was evaporated and the residue was stirred in water, filtered and recrystallized from CH3CN. The precipitate was filtered off and dried, yielding 26 g (60%) of 2-(ethylthio)-5-(2-hydroxyethyl)-6-methyl-4(3H)-pyrimidinone (intermediate 2). Reactants: C(C)C1=C(C=C(C=C1)C1CC(CN(C1)C(=O)OC1=CC=C(C=C1)[N+](=O)[O-])C(=O)OC)F (3-methyl 1-(4-nitrophenyl) 5-(4-ethyl-3-fluorophenyl)piperidine-1,3-dicarboxylate), N1CCSCC1 (thiomorpholine). The product is C(C)C1=C(C=C(C=C1)C1CC(CN(C1)C(=O)N1CCSCC1)C(=O)OC)F (Methyl 5-(4-ethyl-3-fluorophenyl)-1-(thiomorpholin-4-ylcarbonyl)piperidine-3-carboxylate). RXN SMILES: [CH2:1]([C:3]1[CH:8]=[CH:7][C:6]([CH:9]2[CH2:14][N:13]([C:15]([O:17]C3C=CC([N+]([O-])=O)=CC=3)=O)[CH2:12][CH:11]([C:27]([O:29][CH3:30])=[O:28])[CH2:10]2)=[CH:5][C:4]=1[F:31])[CH3:2].[NH:32]1[CH2:37][CH2:36][S:35][CH2:34][CH2:33]1>>[CH2:1]([C:3]1[CH:8]=[CH:7][C:6]([CH:9]2[CH2:14][N:13]([C:15]([N:32]3[CH2:37][CH2:36][S:35][CH2:34][CH2:33]3)=[O:17])[CH2:12][CH:11]([C:27]([O:29][CH3:30])=[O:28])[CH2:10]2)=[CH:5][C:4]=1[F:31])[CH3:2]. Procedure details: According to General Method 5A, 2.2 g (5.0 mmol) of 3-methyl 1-(4-nitrophenyl) 5-(4-ethyl-3-fluorophenyl)piperidine-1,3-dicarboxylate and 2.8 ml (3.1 g, 30.0 mmol) of thiomorpholine were reacted. Yield: 1.2 g (57% of theory) Starting materials: CC1CC(C(C12CCCCCC2)=C)=O (4-methyl-1-methylenespiro[4.6]undecan-2-one), ClC1=CC(=CC=C1)C(=O)OO (3-chloroperbenzoic acid), ClC1=CC(=CC=C1)C(=O)OO (3-chloroperbenzoic acid). Solvent: C(Cl)Cl (CH2Cl2). Product: C[C@@H]1C2([C@@]3(CO3)C(C1)=O)CCCCCC2 ((3R*,11S*)-11-methyl-1-oxadispiro[2.0.6.3]tridecan-13-one). The yield is 17.6%. As a reaction SMILES: [CH3:1][CH:2]1[C:6]2([CH2:12][CH2:11][CH2:10][CH2:9][CH2:8][CH2:7]2)[C:5](=[CH2:13])[C:4](=[O:14])[CH2:3]1.ClC1C=CC=C(C(OO)=[O:23])C=1>C(Cl)Cl>[CH3:1][C@H:2]1[CH2:3][C:4](=[O:14])[C@@:5]2([O:23][CH2:13]2)[C:6]21[CH2:12][CH2:11][CH2:10][CH2:9][CH2:8][CH2:7]2. Procedure details: Following the same general procedure of Example 3, 4-methyl-1-methylenespiro[4.6]undecan-2-one (5.29 g, 27.5 mmol) was reacted with 70% 3-chloroperbenzoic acid (13.6 g, 55.0 mmol) in CH2Cl2 (75 mL+150 mL) at room temp. for 4 d, with additional portions of 70% 3-chloroperbenzoic acid (7.00 g, 28.4 mmol) being added after every day. Work-up with aq. 20% NaHSO3 (250 mL) and purification by silica-gel FC (pentane/Et2O, 9:1, Rf=0.19) provided (3R*,11S*)-11-methyl-1-oxadispiro[2.0.6.3]tridecan-13-one ... The reactants are CCOC(C)=O, CC(C)CC1C(=O)NC(C2Cc3ccccc3C2)C(=O)N1C(C(=O)Nc1ccccc1OCc1ccccc1)c1ccc(F)cc1F. Yields the product CC(C)CC1C(=O)NC(C2Cc3ccccc3C2)C(=O)N1C(C(=O)Nc1ccccc1O)c1ccc(F)cc1F. As a reaction SMILES: [CH3:48][CH2:49][O:50][C:51](=[O:52])[CH3:53].[F:1][c:2]1[c:3]([CH:9]([C:10](=[O:11])[NH:12][c:13]2[c:14]([O:19][CH2:20][c:21]3[cH:22][cH:23][cH:24][cH:25][cH:26]3)[cH:15][cH:16][cH:17][cH:18]2)[N:27]2[C:28](=[O:47])[CH:29]([CH:38]3[CH2:39][c:40]4[cH:41][cH:42][cH:43][cH:44][c:45]4[CH2:46]3)[NH:30][C:31](=[O:37])[CH:32]2[CH2:33][CH:34]([CH3:35])[CH3:36])[cH:4][cH:5][c:6]([F:8])[cH:7]1>>[F:1][c:2]1[c:3]([CH:9]([C:10](=[O:11])[NH:12][c:13]2[c:14]([OH:19])[cH:15][cH:16][cH:17][cH:18]2)[N:27]2[C:28](=[O:47])[CH:29]([CH:38]3[CH2:39][c:40]4[cH:41][cH:42][cH:43][cH:44][c:45]4[CH2:46]3)[NH:30][C:31](=[O:37])[CH:32]2[CH2:33][CH:34]([CH3:35])[CH3:36])[cH:4][cH:5][c:6]([F:8])[cH:7]1.